Dataset: the Open Reaction Database (ORD), a public repository of structured organic reaction records. Task: describe an organic reaction: reactants, conditions, products, and yield Starting materials: [Li+].CC(C)[N-]C(C)C (LDA), C(C)OC1=CC(CCC1)=O (3-ethoxy-cyclohex-2-enone), C(#N)C(=O)OCC (ethyl cyanoformate). Run in C1CCOC1 (THF). Run at temperature -78 celsius, time 1 hour. Product: C(C)OC(=O)C1C(C=C(CC1)OCC)=O (4-Ethoxy-2-oxo-cyclohex-3-enecarboxylic acid ethyl ester). Reaction SMILES: [Li+].CC([N-]C(C)C)C.[CH2:9]([O:11][C:12]1[CH2:17][CH2:16][CH2:15][C:14](=[O:18])[CH:13]=1)[CH3:10].C([C:21]([O:23][CH2:24][CH3:25])=[O:22])#N>C1COCC1>[CH2:24]([O:23][C:21]([CH:15]1[CH2:16][CH2:17][C:12]([O:11][CH2:9][CH3:10])=[CH:13][C:14]1=[O:18])=[O:22])[CH3:25] |f:0.1|. Procedure details: To a −78° C. solution of LDA (192 mmol) in THF (200 mL) was added 3-ethoxy-cyclohex-2-enone (23 mL) dropwise. After stirring for 1 h at −78° C., ethyl cyanoformate (16 mL) was added. The mixture was stirred at −78° C. for 4 h and then was warmed to rt and stirred for 1 h. The mixture was concentrated, diluted with aq. NH4Cl (300 mL), and poured into water. The resulting solids were collected by suction filtration and washed with hexanes followed by water, then was dried and concentrated to provi... Starting materials: CC(C)(C)OC(=O)NC(Cc1c[nH]cn1)C(=O)O, CCOC(=O)N1CCNCC1, C1CCOC1, CCOC(C)=O, On1nnc2ccccc21. Product: CCOC(=O)N1CCN(C(=O)C(Cc2c[nH]cn2)NC(=O)OC(C)(C)C)CC1. RXN SMILES: [C:1]([CH3:2])([CH3:3])([CH3:4])[O:5][C:6](=[O:7])[NH:8][CH:9]([CH2:10][c:11]1[cH:12][nH:13][cH:14][n:15]1)[C:16](=[O:17])[OH:18].[CH2:19]([CH3:20])[O:21][C:22](=[O:23])[N:24]1[CH2:25][CH2:26][NH:27][CH2:28][CH2:29]1.[CH2:40]1[O:41][CH2:42][CH2:43][CH2:44]1.[CH3:45][CH2:46][O:47][C:48](=[O:49])[CH3:50].[OH:30][n:31]1[c:32]2[c:33]([cH:34][cH:35][cH:36][cH:37]2)[n:38][n:39]1>>[C:1]([CH3:2])([CH3:3])([CH3:4])[O:5][C:6](=[O:7])[NH:8][CH:9]([CH2:10][c:11]1[cH:12][nH:13][cH:14][n:15]1)[C:16](=[O:18])[N:27]1[CH2:26][CH2:25][N:24]([C:22]([O:21][CH2:19][CH3:20])=[O:23])[CH2:29][CH2:28]1.